This data is from the Open Reaction Database (ORD), a public repository of structured organic reaction records. The task is: describe an organic reaction: reactants, conditions, products, and yield The reactants are CC(=O)O, CCO, Nc1cc(N2CCN(C(=O)c3ccccc3)CC2)ccc1[N+](=O)[O-]. The product is Nc1ccc(N2CCN(C(=O)c3ccccc3)CC2)cc1N. Reaction SMILES: [CH3:25][C:26](=[O:27])[OH:28].[CH3:29][CH2:30][OH:31].[NH2:1][c:2]1[cH:3][c:4]([N:11]2[CH2:12][CH2:13][N:14]([C:17](=[O:18])[c:19]3[cH:20][cH:21][cH:22][cH:23][cH:24]3)[CH2:15][CH2:16]2)[cH:5][cH:6][c:7]1[N+:8]([O-:9])=[O:10]>>[NH2:1][c:2]1[cH:3][c:4]([N:11]2[CH2:12][CH2:13][N:14]([C:17](=[O:18])[c:19]3[cH:20][cH:21][cH:22][cH:23][cH:24]3)[CH2:15][CH2:16]2)[cH:5][cH:6][c:7]1[NH2:8]. The reactants are COC1=CC=C(CNC2=C(C=NC=C2)C#N)C=C1 (4-(4-methoxybenzylamino)-3-cyanopyridine), BrCC(=O)OC (methyl bromoacetate), [H-].[Na+] (sodium hydride). Run in CN(C)C=O (DMF). Reaction conditions: time 15 hour. Yields the product COC(=O)C1=C(C=2C=NC=CC2N1CC1=CC=C(C=C1)OC)N (3-Amino-1-(4-methoxy-benzyl)-1H-pyrrolo[3,2-c]pyridine-2-carboxylic acid methyl ester), solid. Yield: 39.0%. Reaction SMILES: [CH3:1][O:2][C:3]1[CH:18]=[CH:17][C:6]([CH2:7][NH:8][C:9]2[CH:14]=[CH:13][N:12]=[CH:11][C:10]=2[C:15]#[N:16])=[CH:5][CH:4]=1.Br[CH2:20][C:21]([O:23][CH3:24])=[O:22].[H-].[Na+]>CN(C=O)C>[CH3:24][O:23][C:21]([C:20]1[N:8]([CH2:7][C:6]2[CH:5]=[CH:4][C:3]([O:2][CH3:1])=[CH:18][CH:17]=2)[C:9]2[CH:14]=[CH:13][N:12]=[CH:11][C:10]=2[C:15]=1[NH2:16])=[O:22] |f:2.3|. Procedure: A cooled (0° C.) solution of 4-(4-methoxybenzylamino)-3-cyanopyridine (800 mg, 3.34 mmol) and methyl bromoacetate (0.37 mL, 4.02 mmol) in DMF was treated with sodium hydride (60% w/w in oil, 161 mg, 4.02 mmol) portionwise over 15 minutes. The mixture was allowed to warm to ambient temperature and stirred for 15 hours. The reaction was quenched by the addition of saturated ammonium chloride solution (10 mL) and the solvent evaporated. The resultant residue was partitioned between EtOAc (100 mL), ... The reactants are Cl.Cl.Cl.Cl.Cl.CN1CCN(CC1)C1=NC(=NC(=C1)N1CC2=CC(=CC=C2CC1C)C1CCNCC1)N (4-(4-methylpiperazin-1-yl)-6-(3-methyl-7-piperidin-4-yl-3,4-dihydroisoquinolin-2(1H)-yl)pyrimidin-2-amine tetrahydrochloride HCl salt), N(=C=O)CC (isocyanatoethane). The product is NC1=NC(=CC(=N1)N1CC2=CC(=CC=C2CC1C)C1CCN(CC1)C(=O)NCC)N1CCN(CC1)C (4-{2-[2-Amino-6-(4-methylpiperazin-1-yl)pyrimidin-4-yl]-3-methyl-1,2,3,4-tetrahydroisoquinolin-7-yl}-N-ethylpiperidine-1-carboxamide). RXN SMILES: Cl.Cl.Cl.Cl.Cl.[CH3:6][N:7]1[CH2:12][CH2:11][N:10]([C:13]2[CH:18]=[C:17]([N:19]3[CH:28]([CH3:29])[CH2:27][C:26]4[C:21](=[CH:22][C:23]([CH:30]5[CH2:35][CH2:34][NH:33][CH2:32][CH2:31]5)=[CH:24][CH:25]=4)[CH2:20]3)[N:16]=[C:15]([NH2:36])[N:14]=2)[CH2:9][CH2:8]1.[N:37]([CH2:40][CH3:41])=[C:38]=[O:39]>>[NH2:36][C:15]1[N:16]=[C:17]([N:19]2[CH:28]([CH3:29])[CH2:27][C:26]3[C:21](=[CH:22][C:23]([CH:30]4[CH2:31][CH2:32][N:33]([C:38]([NH:37][CH2:40][CH3:41])=[O:39])[CH2:34][CH2:35]4)=[CH:24][CH:25]=3)[CH2:20]2)[CH:18]=[C:13]([N:10]2[CH2:11][CH2:12][N:7]([CH3:6])[CH2:8][CH2:9]2)[N:14]=1 |f:0.1.2.3.4.5|. Procedure: This compound was prepared by using procedures analogous to those described for the synthesis of Example 144 starting from 4-(4-methylpiperazin-1-yl)-6-(3-methyl-7-piperidin-4-yl-3,4-dihydroisoquinolin-2(1H)-yl)pyrimidin-2-amine tetrahydrochloride HCl salt (Example 144, Step 3) and isocyanatoethane. LCMS (M+H)+: m/z=493.4. Reactants: C1CCNCC1, C=O, Cc1[nH]c(C=C2C(=O)Nc3ccc(CN4CCOC4=O)cc32)c(C)c1CN1CCOCC1, CC(=O)O, Cl. Yields the product Cc1[nH]c(C=C2C(=O)Nc3ccc(CN4CCOC4=O)cc32)c(C)c1CN1CCCCC1, Cl. RXN SMILES: [CH2:34]1[CH2:35][CH2:36][NH:37][CH2:38][CH2:39]1.[CH2:40]=[O:41].[CH3:2][c:3]1[c:4]([CH:16]=[C:17]2[C:18](=[O:33])[NH:19][c:20]3[cH:21][cH:22][c:23]([CH2:26][N:27]4[C:28](=[O:32])[O:29][CH2:30][CH2:31]4)[cH:24][c:25]32)[nH:5][c:6]([CH3:15])[c:7]1[CH2:8][N:9]1[CH2:10][CH2:11][O:12][CH2:13][CH2:14]1.[CH3:42][C:43](=[O:44])[OH:45].[ClH:1]>>[CH3:2][c:3]1[c:4]([CH:16]=[C:17]2[C:18](=[O:33])[NH:19][c:20]3[cH:21][cH:22][c:23]([CH2:26][N:27]4[C:28](=[O:32])[O:29][CH2:30][CH2:31]4)[cH:24][c:25]32)[nH:5][c:6]([CH3:15])[c:7]1[CH2:8][N:9]1[CH2:10][CH2:11][CH2:34][CH2:13][CH2:14]1.[ClH:1]. The reactants are ClCCl, [K+], O, O=C([O-])CCCO, O=[N+]([O-])O, O=S(=O)(O)O. The product is O=C(O)CCCO[N+](=O)[O-]. As a reaction SMILES: [Cl:1][CH2:2][Cl:3].[K+:20].[OH2:21].[OH:13][CH2:14][CH2:15][CH2:16][C:17](=[O:18])[O-:19].[OH:4][N+:5]([O-:6])=[O:7].[S:8](=[O:9])(=[O:10])([OH:11])[OH:12]>>[O-:4][N+:5]([O:6][CH2:14][CH2:15][CH2:16][C:17](=[O:18])[OH:19])=[O:7]. The reactants are BrC1=CC(=C(C=C1)N1C(NN=C1C[C@H]1CN(CC1)C(=O)C1CC1)=O)F (4-(4-bromo-2-fluorophenyl)-5-{[(3S)-1-(cyclopropylcarbonyl)-3-pyrrolidinyl]methyl}-2,4-dihydro-3H-1,2,4-triazol-3-one), FC=1C=C(C=CC1C)B(O)O ((3-fluoro-4-methylphenyl)boronic acid), Cl (HCl), O (water). Reagents/catalysts: C1=CC=C(C=C1)P([C-]2C=CC=C2)C3=CC=CC=C3.C1=CC=C(C=C1)P([C-]2C=CC=C2)C3=CC=CC=C3.Cl[Pd]Cl.[Fe+2].ClCCl (dichloro[1,1′-bis(diphenylphosphino)ferrocene]palladium(II) dichloromethane). The solvent is O1CCOCC1 (dioxane), C([O-])([O-])=O.[K+].[K+] (potassium carbonate). Yields the product C1(CC1)C(=O)N1C[C@@H](CC1)CC=1N(C(NN1)=O)C1=C(C=C(C=C1)C1=CC(=C(C=C1)C)F)F (5-{[(3S)-1-(cyclopropylcarbonyl)-3-pyrrolidinyl]methyl}-4-(3,3′-difluoro-4′-methyl-4-biphenylyl)-2,4-dihydro-3H-1,2,4-triazol-3-one). Yield: 58.0%. RXN SMILES: Br[C:2]1[CH:7]=[CH:6][C:5]([N:8]2[C:12]([CH2:13][C@@H:14]3[CH2:18][CH2:17][N:16]([C:19]([CH:21]4[CH2:23][CH2:22]4)=[O:20])[CH2:15]3)=[N:11][NH:10][C:9]2=[O:24])=[C:4]([F:25])[CH:3]=1.[F:26][C:27]1[CH:28]=[C:29](B(O)O)[CH:30]=[CH:31][C:32]=1[CH3:33].O.Cl>O1CCOCC1.C(=O)([O-])[O-].[K+].[K+].C1C=CC(P(C2C=CC=CC=2)[C-]2C=CC=C2)=CC=1.C1C=CC(P(C2C=CC=CC=2)[C-]2C=CC=C2)=CC=1.Cl[Pd]Cl.[Fe+2].ClCCl>[CH:21]1([C:19]([N:16]2[CH2:17][CH2:18][C@@H:14]([CH2:13][C:12]3[N:8]([C:5]4[CH:6]=[CH:7][C:2]([C:29]5[CH:30]=[CH:31][C:32]([CH3:33])=[C:27]([F:26])[CH:28]=5)=[CH:3][C:4]=4[F:25])[C:9](=[O:24])[NH:10][N:11]=3)[CH2:15]2)=[O:20])[CH2:23][CH2:22]1 |f:5.6.7,8.9.10.11.12|. Procedure: A mixture of 4-(4-bromo-2-fluorophenyl)-5-{[(3S)-1-(cyclopropylcarbonyl)-3-pyrrolidinyl]methyl}-2,4-dihydro-3H-1,2,4-triazol-3-one (0.244 mmol), (3-fluoro-4-methylphenyl)boronic acid (0.370 mmol), and dichloro[1,1′-bis(diphenylphosphino)ferrocene]palladium(II)-dichloromethane adduct (0.012 mmol) in dioxane (2.0 mL) and 2M aq potassium carbonate (0.5 mL) was irradiated in the microwave at 150° C. for 15 min. The reaction mixture was poured into water (50 mL) and the pH was adjusted to 5 with addi... The reactants are CN1C(=O)NC(=O)N=C1 (1-methyl-5-azauracil), [H][H] (hydrogen). Reagents/catalysts: [Ni] (Raney Nickel). Run in C(C)O (ethanol), C(C)O (ethanol). Reaction conditions: temperature 90 celsius. Product: CN1C(NC(NC1)=O)=O (5,6-dihydro-5-methyl-s-triazine-2,4-(1H,3H)-dione). The yield is 59.0%. RXN SMILES: [CH3:1][N:2]1[CH:9]=[N:8][C:6](=[O:7])[NH:5][C:3]1=[O:4].[H][H]>[Ni].C(O)C>[CH3:1][N:2]1[CH2:9][NH:8][C:6](=[O:7])[NH:5][C:3]1=[O:4]. Reported procedure: A hydrogenation mixture consisting of 203.5 gm. (1.6 moles) of the 1-methyl-5-azauracil prepared in Part B, above, 7 teaspoons of Raney Nickel, and 8 liter ethanol in a five-gallon autoclave is subjected to 750 p.s.i. hydrogen pressure at 125° C. for an interval of 12 hours. The hydrogen is flushed out of the chamber with nitrogen gas and the reaction mixture is siphoned out of the chamber into a five-gallon carboy. The walls of the chamber are washed down with water and these washings are sipho... Starting materials: Cl (hydrochloric acid), CC=1C=CC(=CC1)S(=O)(=O)NCl (Chloramine T), BrC1=NC=CC=C1O (2-bromo-3-hydroxypyridine), [I-].[Na+] (sodium iodide). Solvent: C(C)(=O)OCC (ethyl acetate), O (Water), CN(C=O)C (N,N-dimethylformamide). Reaction conditions: time 10 minute. The product is BrC1=NC(=CC=C1O)I (2-Bromo-3-hydroxy-6-iodopyridine). Yield: 88.2%. As a reaction SMILES: CC1C=CC(S(NCl)(=O)=O)=CC=1.[Br:13][C:14]1[C:19]([OH:20])=[CH:18][CH:17]=[CH:16][N:15]=1.[I-:21].[Na+].Cl>C(OCC)(=O)C.O.CN(C)C=O>[Br:13][C:14]1[C:19]([OH:20])=[CH:18][CH:17]=[C:16]([I:21])[N:15]=1 |f:2.3|. Reported procedure: 17.6 g of Chloramine T was added to a mixture of 10.9 g of 2-bromo-3-hydroxypyridine, 9.35 g of sodium iodide and 110 ml of N,N-dimethylformamide under stirring in an ice bath, followed by stirring at the same temperature for 30 minutes and then at room temperature for 10 minutes. Water, ethyl acetate and 11 ml of an aqueous 6N hydrochloric acid solution were added thereto, and the organic phase was washed with brine and the solvent was removed. The residue was subjected to silica gel column chr...